This data is from the Open Reaction Database (ORD), a public repository of structured organic reaction records. The task is: describe an organic reaction: reactants, conditions, products, and yield Starting materials: CC(=O)O, O=Cc1ccccc1O, CC(C)O, COC(=O)C1CCC(C(=O)OC)NC1. Product: COC(=O)C1CCC(C(=O)O)NC1. Reaction SMILES: [CH3:24][C:25](=[O:26])[OH:27].[CH:15]([c:16]1[c:17]([OH:18])[cH:19][cH:20][cH:21][cH:22]1)=[O:23].[CH:28]([OH:29])([CH3:30])[CH3:31].[NH:1]1[CH:2]([C:11](=[O:12])[O:13][CH3:14])[CH2:3][CH2:4][CH:5]([C:7](=[O:8])[O:9][CH3:10])[CH2:6]1>>[NH:1]1[CH:2]([C:11](=[O:12])[OH:13])[CH2:3][CH2:4][CH:5]([C:7](=[O:8])[O:9][CH3:10])[CH2:6]1. Starting materials: ice water, C(#N)C=1OC2=C(N1)C=CC(=C2)COC2=CC(=CC=C2)\C=C\C2=NC1=CC(=CC=C1C=C2)Cl ((E)-2-cyano-6-[3-(7-chloro-2-quinolinylethenyl)phenoxymethyl]benzoxazole), [N-]=[N+]=[N-].[Na+] (sodium azide), [Cl-].[NH4+] (ammonium chloride), [OH-].[Na+] (NaOH). Run in CN(C)C=O (DMF). Run at temperature 100 celsius, time 12 hour. The product is ClC1=CC=C2C=CC(=NC2=C1)/C=C/C=1C=C(OCC2=CC3=C(N=C(O3)C3=NN=NN3)C=C2)C=CC1 ((E)-5-(6-[3-(7-chloro-2-quinolinyl-ethenyl)phenoxymethyl ]benzoxazol-2-yl)tetrazole). Reaction SMILES: [C:1]([C:3]1[O:4][C:5]2[CH:11]=[C:10]([CH2:12][O:13][C:14]3[CH:19]=[CH:18][CH:17]=[C:16](/[CH:20]=[CH:21]/[C:22]4[CH:31]=[CH:30][C:29]5[C:24](=[CH:25][C:26]([Cl:32])=[CH:27][CH:28]=5)[N:23]=4)[CH:15]=3)[CH:9]=[CH:8][C:6]=2[N:7]=1)#[N:2].[N-:33]=[N+:34]=[N-:35].[Na+].[Cl-].[NH4+].[OH-].[Na+]>CN(C=O)C>[Cl:32][C:26]1[CH:25]=[C:24]2[C:29]([CH:30]=[CH:31][C:22](/[CH:21]=[CH:20]/[C:16]3[CH:15]=[C:14]([CH:19]=[CH:18][CH:17]=3)[O:13][CH2:12][C:10]3[CH:9]=[CH:8][C:6]4[N:7]=[C:3]([C:1]5[NH:35][N:34]=[N:33][N:2]=5)[O:4][C:5]=4[CH:11]=3)=[N:23]2)=[CH:28][CH:27]=1 |f:1.2,3.4,5.6|. Procedure: A solution-suspension of (E)-2-cyano-6-[3-(7-chloro-2-quinolinylethenyl)phenoxymethyl]benzoxazole (950 mg, 2.17 mmol), sodium azide (432.1 mg, 6.51 mmol) and ammonium chloride (348.1 mg, 6.51 mmol) in DMF (15 ml) is heated to 100° C. for 7 hours and stirred at room temperature for 12 hours. The mixture is poured over ice-water and the pH is adjusted to 10 with 1N NaOH. The aqueous mixture is washed with ether and the pH adjusted to 4 with 1N-HCl. The precipitated solid is filtered and washed suc... Starting materials: C(C)(=O)O[C@@H]1CC[C@H](CC1)C(NCC1=NC=CN=C1Cl)=O ((Trans)-4-((3-chloropyrazin-2-yl)methylcarbamoyl)cyclohexyl acetate), C(C)(=O)O[C@@H]1CC[C@H](CC1)C1=NC=C2N1C=CN=C2Cl ((trans)-4-(8-chloroimidazo[1,5-a]pyrazin-3-yl)cyclohexyl acetate), compound. The product is C(C)(=O)O[C@@H]1CC[C@H](CC1)C1=NC=C2N1C=CN=C2C ((trans)-4-(8-methylimidazo[1,5-a]pyrazin-3-yl)cyclohexyl acetate). The yield is 78.2%. RXN SMILES: [C:1]([O:4][C@H:5]1[CH2:10][CH2:9][C@H:8]([C:11](=O)[NH:12][CH2:13][C:14]2[C:19](Cl)=[N:18][CH:17]=[CH:16][N:15]=2)[CH2:7][CH2:6]1)(=[O:3])[CH3:2].[C:22](O[C@H]1CC[C@H](C2N3C=CN=C(Cl)C3=CN=2)CC1)(=O)C>>[C:1]([O:4][C@H:5]1[CH2:10][CH2:9][C@H:8]([C:11]2[N:15]3[CH:16]=[CH:17][N:18]=[C:19]([CH3:22])[C:14]3=[CH:13][N:12]=2)[CH2:7][CH2:6]1)(=[O:3])[CH3:2]. Procedure: (Trans)-4-((3-chloropyrazin-2-yl)methylcarbamoyl)cyclohexyl acetate (2.8 g) was transformed into (trans)-4-(8-chloroimidazo[1,5-a]pyrazin-3-yl)cyclohexyl acetate (2.2 g) using the procedure described in example 1 step 1b using a reaction temperature of 60° C. for 16 hours. Reaction of the latter compound (2.6 g) yielded (trans)-4-(8-methylimidazo[1,5-a]pyrazin-3-yl)cyclohexyl acetate (1.6 g) using the procedure described in example 2 step 2d. Starting materials: N (ammonia), F[B-](F)(F)F.C(CC)OC1=C(C(OCC)=N)C=CC=C1 (ethyl 2-n-propoxybenzimidate fluoroborate), C(C)O.Cl.C(CC)OC1=C(C(=N)N)C=CC=C1 (2-n-Propoxybenzamidine hydrochloride Ethanol). Run in C(C)O (ethanol). Run at time 20 hour. Product: Cl.C(CC)OC1=C(C(=N)N)C=CC=C1 (2-n-propoxybenzamidine hydrochloride). Yield: 76.6%. RXN SMILES: C(O)C.[ClH:4].[CH2:5]([O:8][C:9]1[CH:17]=[CH:16][CH:15]=[CH:14][C:10]=1[C:11]([NH2:13])=[NH:12])[CH2:6][CH3:7].N.F[B-](F)(F)F.C(OC1C=CC=CC=1C(=N)OCC)CC>C(O)C>[ClH:4].[CH2:5]([O:8][C:9]1[CH:17]=[CH:16][CH:15]=[CH:14][C:10]=1[C:11]([NH2:13])=[NH:12])[CH2:6][CH3:7] |f:0.1.2,4.5,7.8|. Procedure: 2-n-Propoxybenzamidine hydrochloride Ethanol (100 ml.) containing 6.5 g. of ammonia was added during five minutes to a stirred suspension of ethyl 2-n-propoxybenzimidate fluoroborate (44.0 g.) in ethanol (25 ml.). The resulting solution was stirred at 25° for 20 hours. The solution was reduced to dryness and the residue partitioned between diethyl ether and 5N sodium hydroxide. The ether layer was washed with brine, dried over sodium sulfate, and concentrated. A solution of the residue in ether ... The reactants are ClC1=C(C(=O)O)C=C(C=C1)S(=O)(=O)C (2-chloro-5-methanesulfonyl-benzoic acid). Reagents/catalysts: [Cu] (Copper). Solvent: [OH-].[NH4+] (ammonium hydroxide). Run at temperature 127.5 celsius, time 18 hour. The product is CS(=O)(=O)C=1C=C(C(=CC1)C1=CC=CC=C1)C(=O)O (4-Methanesulfonyl-biphenyl-2-carboxylic acid). As a reaction SMILES: Cl[C:2]1[CH:10]=[CH:9][C:8]([S:11]([CH3:14])(=[O:13])=[O:12])=[CH:7][C:3]=1[C:4]([OH:6])=[O:5]>[Cu].[OH-].[NH4+]>[CH3:14][S:11]([C:8]1[CH:7]=[C:3]([C:4]([OH:6])=[O:5])[C:2]([C:2]2[CH:10]=[CH:9][CH:8]=[CH:7][CH:3]=2)=[CH:10][CH:9]=1)(=[O:13])=[O:12] |f:2.3|. Procedure details: A mixture of 4.26 mmol 2-chloro-5-methanesulfonyl-benzoic acid, 0.39 mmol Copper powder and 10 ml ammonium hydroxide 25% was heated at 125-130° C. with stirring for 18 hours. Mixture was cooled to room temperature and filtered. The solid was washed with methanol. The filtrate was concentrated in vacuo. The residue was acidified with HCl 1N to pH=2. The obtained solid was washed with water and dried (HV, 50° C., 1 hour) to yield the title compound. MS (m/e): 214.1 (M−H+, 100%) The reactants are ClC1=CC=C(C=C1)[C@@H]1[C@@H]([C@H]1C)C(=O)OCC (racemic ethyl (1R,2S,3S)-2-(4-chlorophenyl)-3-methyl-cyclopropanecarboxylate), [OH-].[K+] (KOH). Run in CO (methanol). The product is ClC1=CC=C(C=C1)C1C(C1C)C(=O)O (racemic (1R,2S,3S)-2-(4-chlorophenyl)-3-methyl-cyclopropanecarboxylic acid). Reaction SMILES: [Cl:1][C:2]1[CH:7]=[CH:6][C:5]([C@H:8]2[C@H:10]([CH3:11])[C@H:9]2[C:12]([O:14]CC)=[O:13])=[CH:4][CH:3]=1.[OH-].[K+]>CO>[Cl:1][C:2]1[CH:3]=[CH:4][C:5]([CH:8]2[CH:10]([CH3:11])[CH:9]2[C:12]([OH:14])=[O:13])=[CH:6][CH:7]=1 |f:1.2|. Procedure details: A solution of racemic ethyl (1R,2S,3S)-2-(4-chlorophenyl)-3-methyl-cyclopropanecarboxylate (818 mg, 3.36 mmol) and KOH (1.92 g) in methanol was heated at 80° C. for 2 hours, cooled to RT, and the solvent evaporated. The mixture was shaken between dichloromethane and water, then the aqueous phase was acidified and extracted with dichloromethane, to give the pure racemic (1R,2S,3S)-2-(4-chlorophenyl)-3-methyl-cyclopropanecarboxylic acid. Reactants: C(=O)([O-])[O-].[K+].[K+] (K2CO3), C(=O)OC (methyl formate), Cl.BrC1=CC=C(C=C1)NN (4-bromophenylhydrazine hydrochloride). Procedure details: 10.0 g of 4-bromophenylhydrazine hydrochloride are dissolved in 30 ml of water. 6.2 g of K2CO3 and 36 ml of methyl formate are added and then the mixture is heated at reflux for one hour and then at ambient temperature for 12 hours. The precipitate formed is filtered off and washed with an isopropanol/petroleum ether (v/v; 50/50) mixture. 10.5 g of the expected product are obtained. Solvent: O (water). The yield is 109.1%. The product is BrC1=CC=C(C=C1)NNC=O (N′-(4-Bromophenyl)formohydrazide). As a reaction SMILES: Cl.[Br:2][C:3]1[CH:8]=[CH:7][C:6]([NH:9][NH2:10])=[CH:5][CH:4]=1.[C:11]([O-])([O-])=[O:12].[K+].[K+].C(OC)=O>O>[Br:2][C:3]1[CH:8]=[CH:7][C:6]([NH:9][NH:10][CH:11]=[O:12])=[CH:5][CH:4]=1 |f:0.1,2.3.4|. Run at time 12 hour.